This data is from the Open Reaction Database (ORD), a public repository of structured organic reaction records. The task is: describe an organic reaction: reactants, conditions, products, and yield Reactants: O=C([O-])[O-], CC#CCOc1cc(Cl)ncn1, CN(C)C=O, CC1(C)CCNC1, CCOC(C)=O, [K+], [K+]. Product: CC#CCOc1cc(N2CCC(C)(C)C2)ncn1. Reaction SMILES: [C:18](=[O:19])([O-:20])[O-:21].[CH2:6]([C:7]#[C:8][CH3:9])[O:10][c:11]1[n:12][cH:13][n:14][c:15]([Cl:17])[cH:16]1.[CH3:1][N:2]([CH3:3])[CH:4]=[O:5].[CH3:24][C:25]1([CH3:30])[CH2:26][NH:27][CH2:28][CH2:29]1.[CH3:31][CH2:32][O:33][C:34](=[O:35])[CH3:36].[K+:22].[K+:23]>>[CH2:6]([C:7]#[C:8][CH3:9])[O:10][c:11]1[n:12][cH:13][n:14][c:15]([N:27]2[CH2:26][C:25]([CH3:24])([CH3:30])[CH2:29][CH2:28]2)[cH:16]1. The reactants are ClC(C(F)(F)F)=C(C(F)(F)F)Cl (2,3-Dichlorohexafluorobut-2-ene), II (iodine). Run at temperature 250 celsius, time 15 hour. The product is ClC(C(F)(F)F)CC(F)(F)F (2-chloro-1,l,1,4,4,4-hexafluorobutane). Yield: 40.7%. Reaction SMILES: Cl[C:2](=[C:7]([Cl:12])[C:8]([F:11])([F:10])[F:9])[C:3]([F:6])([F:5])[F:4].II>>[Cl:12][CH:7]([CH2:2][C:3]([F:4])([F:5])[F:6])[C:8]([F:11])([F:10])[F:9]. Procedure details: 2,3-Dichlorohexafluorobut-2-ene (100 g) and iodine (55 g) were added to a 400 mL shaker tube. The tube was sealed, cooled, evacuated, and charged with 1500 psi of hydrogen at room temperature. The tube was then heated to 230° C. for 1 hour, 250° C. for 2 hours, and 260° C. for 15 hours. The tube was then cooled to room temperature, vented, and opened. The purple liquid was washed with water and then analyzed by GC/IR. Analysis of the washed liquid showed that it contained about 84% 2-chloro-1,1,... The reactants are ClC=1C=C(C=CC1)[C@]1([C@@H](C1)C=O)CN(S(=O)(=O)C1=CC=CC=C1)C (N-{[(1S,2R)-1-(3-chlorophenyl)-2-formylcyclopropyl]methyl}-N-methylbenzenesulfonamide), 5A, 4A, 8A, C(C1=CC=CC=C1)C1=NOC(=N1)C1CCNCC1 (4-(3-benzyl-1,2,4-oxadiazol-5-yl)piperidine), 7A, ClC=1C=C(C=CC1)CC#N ((3-chlorophenyl)acetonitrile), 3A, 6A. Yields the product C(C1=CC=CC=C1)C1=NOC(=N1)C1CCN(CC1)C[C@H]1[C@@](C1)(C1=CC(=CC=C1)Cl)CN(S(=O)(=O)C1=CC=CC=C1)C (N-{[(1S,2R)-2-{[4-(3-benzyl-1,2,4-oxadiazol-5-yl)piperidin-1-yl]methyl}-1-(3-chlorophenyl)cyclopropyl]methyl}-N-methylbenzenesulfonamide). RXN SMILES: [Cl:1][C:2]1[CH:3]=[C:4]([C@:8]2([CH2:13][N:14]([CH3:24])[S:15]([C:18]3[CH:23]=[CH:22][CH:21]=[CH:20][CH:19]=3)(=[O:17])=[O:16])[CH2:10][C@H:9]2[CH:11]=O)[CH:5]=[CH:6][CH:7]=1.ClC1C=C(CC#N)C=CC=1.[CH2:35]([C:42]1[N:46]=[C:45]([CH:47]2[CH2:52][CH2:51][NH:50][CH2:49][CH2:48]2)[O:44][N:43]=1)[C:36]1[CH:41]=[CH:40][CH:39]=[CH:38][CH:37]=1>>[CH2:35]([C:42]1[N:46]=[C:45]([CH:47]2[CH2:52][CH2:51][N:50]([CH2:11][C@@H:9]3[CH2:10][C@@:8]3([CH2:13][N:14]([CH3:24])[S:15]([C:18]3[CH:23]=[CH:22][CH:21]=[CH:20][CH:19]=3)(=[O:17])=[O:16])[C:4]3[CH:5]=[CH:6][CH:7]=[C:2]([Cl:1])[CH:3]=3)[CH2:49][CH2:48]2)[O:44][N:43]=1)[C:36]1[CH:37]=[CH:38][CH:39]=[CH:40][CH:41]=1. Reported procedure: N-{[(1S,2R)-1-(3-chlorophenyl)-2-formylcyclopropyl]methyl}-N-methylbenzenesulfonamide [made from (3-chlorophenyl)acetonitrile via the sequential methods of Preparations 1, 2, 3A, 4A, 5A, 6A, 7A, 8A] and 4-(3-benzyl-1,2,4-oxadiazol-5-yl)piperidine (incorporating by reference as needed WO 00/39125) were reacted as per Preparation 10 to give the title compound. 1H NMR (300 MHz, CD3OD) δ 7.70-7.53 (m, 5H), 7.36-7.23 (m, 9H), 4.07 (s, 2H), 3.83 (d, J=14.0 Hz, 1H), 3.39-3.16 (m, 4H), 3.09 (d, J=14.0 H... Reactants: C(C=C)C(C(=O)OC)(C(=O)OC)C(CC1=C(C=CC=C1)N)C1=CC=C(C=C1)OC (α-(2-propenyl)-[2-(2-aminophenyl)-1-(4-methoxyphenyl)ethyl]propanedioic acid, dimethyl ester), C[O-].[Na+] (sodium methoxide), Cl (hydrochloric acid). The solvent is CO (methanol). The product is COC(=O)C1(C(NC2=C(CC1C1=CC=C(C=C1)OC)C=CC=C2)=O)CC=C (1,3,4,5-Tetrahydro-3-(methoxycarbonyl)-4-(4methoxyphenyl)-3-(2-propenyl)-2H-1-benzazepin-2-one). Isolated yield 57.8%. Reaction SMILES: [CH2:1]([C:4]([CH:13]([C:22]1[CH:27]=[CH:26][C:25]([O:28][CH3:29])=[CH:24][CH:23]=1)[CH2:14][C:15]1[CH:20]=[CH:19][CH:18]=[CH:17][C:16]=1[NH2:21])([C:9]([O:11][CH3:12])=[O:10])[C:5]([O:7]C)=O)[CH:2]=[CH2:3].C[O-].[Na+].Cl>CO>[CH3:12][O:11][C:9]([C:4]1([CH2:1][CH:2]=[CH2:3])[CH:13]([C:22]2[CH:23]=[CH:24][C:25]([O:28][CH3:29])=[CH:26][CH:27]=2)[CH2:14][C:15]2[CH:20]=[CH:19][CH:18]=[CH:17][C:16]=2[NH:21][C:5]1=[O:7])=[O:10] |f:1.2|. Procedure details: A suspension of α-(2-propenyl)-[2-(2-aminophenyl)-1-(4-methoxyphenyl)ethyl]propanedioic acid, dimethyl ester (6.87 g, 17.28 mmol) in 44 ml of methanol with sodium methoxide solution (29.63 ml of a 25 weight percent solution, 129.6 mmol) was refluxed under argon overnight. Although the reaction mixture was nearly homogeneous under reflux, the reaction had not gone to completion (by TLC). After cooling to room temperature, 1M hydrochloric acid was added in several increments (total reaction volume... The reactants are ClC1=CC=C(C=C1)C(C)=O (1-(4-Chloro-phenyl)-ethanone), C(C)(C)(C)OC(N(C)C)N(C)C (tert.-butoxy-bis-(dimethylamino)-methane). Yields the product CN(C)C=CC(=O)C1=CC=C(C=C1)Cl (1-(4-Chloro-phenyl)-3-dimethylamino-propenone). As a reaction SMILES: [Cl:1][C:2]1[CH:7]=[CH:6][C:5]([C:8](=[O:10])[CH3:9])=[CH:4][CH:3]=1.C(O[CH:16](N(C)C)[N:17]([CH3:19])[CH3:18])(C)(C)C>>[CH3:16][N:17]([CH:19]=[CH:9][C:8]([C:5]1[CH:6]=[CH:7][C:2]([Cl:1])=[CH:3][CH:4]=1)=[O:10])[CH3:18]. Procedure: 1-(4-Chloro-phenyl)-ethanone (49 mg, 0.3 mmol) was reacted with tert.-butoxy-bis-(dimethylamino)-methane using in analogous manner the procedure described in example 28a) to give crude title compound (87 mg) as a yellow solid which was used directly in the next step. The reactants are C(C)(=O)OC(C)=O (acetic anhydride), OC1CCC(C2=CC=CC=C12)NC(=O)N (1,2,3,4-tetrahydro-4-hydroxy-1-naphthylurea). Run in O (water). Conditions: time 1 hour. The product is C(C)(=O)OC1CCC(C2=CC=CC=C12)NC(=O)N (1,2,3,4-Tetrahydro-4-acetoxy-1-naphthylurea). Reaction SMILES: [C:1]([O:4][C:5](=[O:7])[CH3:6])(=O)[CH3:2].OC1[C:18]2[C:13](=[CH:14][CH:15]=[CH:16][CH:17]=2)[CH:12]([NH:19][C:20]([NH2:22])=[O:21])[CH2:11]C1>O>[C:5]([O:4][CH:1]1[C:18]2[C:13](=[CH:14][CH:15]=[CH:16][CH:17]=2)[CH:12]([NH:19][C:20]([NH2:22])=[O:21])[CH2:11][CH2:2]1)(=[O:7])[CH3:6]. Procedure details: To 10 ml of acetic anhydride 2.0 g of 1,2,3,4-tetrahydro-4-hydroxy-1-naphthylurea (cis/trans) is added and the mixture stirred for 1 hour. The mixture is poured into water and the title compound collected by filtration. Evaporation of the mother liquor in vacuo affords additional title compound. RXN SMILES: C(OC(=O)[NH:7][CH2:8][CH2:9][CH2:10][N:11]([CH2:16][C:17]1[CH:22]=[CH:21][CH:20]=[C:19]([C:23]2[CH:28]=[CH:27][N:26]=[C:25](Cl)[N:24]=2)[CH:18]=1)[S:12]([CH3:15])(=[O:14])=[O:13])(C)(C)C.[CH3:31][NH:32][CH2:33][CH2:34][C:35]1[CH:36]=[C:37]([OH:42])[C:38]([OH:41])=[CH:39][CH:40]=1>>[NH2:7][CH2:8][CH2:9][CH2:10][N:11]([CH2:16][C:17]1[CH:22]=[CH:21][CH:20]=[C:19]([C:23]2[CH:28]=[CH:27][N:26]=[C:25]([N:32]([CH2:33][CH2:34][C:35]3[CH:40]=[CH:39][C:38]([OH:41])=[C:37]([OH:42])[CH:36]=3)[CH3:31])[N:24]=2)[CH:18]=1)[S:12]([CH3:15])(=[O:13])=[O:14]. Yields the product NCCCN(S(=O)(=O)C)CC1=CC(=CC=C1)C1=NC(=NC=C1)N(C)CCC1=CC(=C(C=C1)O)O (N-(3-Amino-propyl)-N-[3-(2-{[2-(3,4-dihydroxy-phenyl)-ethyl]-methyl-amino}-pyrimidin-4-yl)-benzyl]-methanesulfonamide). Starting materials: C(C)(C)(C)OC(NCCCN(S(=O)(=O)C)CC1=CC(=CC=C1)C1=NC(=NC=C1)Cl)=O ((3-{[3-(2-Chloro-pyrimidin-4-yl)-benzyl]-methanesulfonyl-amino}-propyl)-carbamic acid tert-butyl ester), CNCCC=1C=C(C(=CC1)O)O (4-(2-Methylamino-ethyl)-benzene-1,2-diol), 486. Reported procedure: Intermediate 4 from above was coupled with 4-(2-Methylamino-ethyl)-benzene-1,2-diol following procedure F and the resulting product deprotected following procedure G. LC-MS showed the product had the expected M+H+ of 486. 1H NMR (Varian 300 MHz, CDCl3—CD3OD, shifts relative to the solvent peak at 7.24 ppm) δ 8.2 (m, 2H) 8.0 (m, 2H) 7.6 (d, 1H) 7.5 (m, 1H) 6.6 (m, 1H) 6.4 (m, 2H) 4.4 (s, 2H) 4.0 (m, 2H) 3.2 (m, 5H) 2.9 (s, 3H) 2.8 (m, 4H) 1.7 (m, 2H). The reactants are C[Li] (Methyl lithium), FC=1C=C2C=CC=C(C2=CC1)C(=O)O (6-fluoro-1-naphthalene carboxylic acid). The solvent is C1CCOC1 (THF). Run at time 2 hour. Product: FC=1C=C2C=CC=C(C2=CC1)C(C)=O (1-(6-Fluoro-1-naphthalenyl)ethanone). Reaction SMILES: [CH3:1][Li].[F:3][C:4]1[CH:5]=[C:6]2[C:11](=[CH:12][CH:13]=1)[C:10]([C:14]([OH:16])=O)=[CH:9][CH:8]=[CH:7]2>C1COCC1>[F:3][C:4]1[CH:5]=[C:6]2[C:11](=[CH:12][CH:13]=1)[C:10]([C:14](=[O:16])[CH3:1])=[CH:9][CH:8]=[CH:7]2. Procedure: Methyl lithium (1.59M solution in ether; 4.2 ml) was added dropwise to a stirred solution of 6-fluoro-1-naphthalene carboxylic acid (640 mg) in dry THF (10 ml) at -78° under nitrogen. The solution was stirred at -78° for 2 h and was slowly allowed to warm to -15°. The solution was quenched with saturated aqueous ammonium chloride (1 ml) and partitioned between 2N sodium hydroxide (25 ml) and ethyl acetate (25 ml). The organic phase was dried and evaporated to give the title compound (404 mg) as ...